From a dataset of the Open Reaction Database (ORD), a public repository of structured organic reaction records. describe an organic reaction: reactants, conditions, products, and yield The reactants are mercuric chloride, Cl (hydrochloric acid), 17.4, ClC1=C2C=CC(=C(C2=CC=C1)O)C(CCCCCCCCCCC)=O (1-(5-chloro-1-hydroxynaphthalen-2-yl)-1-dodecanone), Cl (hydrochloric acid). The reagents and catalysts are [Zn] (zinc). The solvent is C(C)O (ethanol). Product: 12, ClC1=C2C=CC(=C(C2=CC=C1)O)CCCCCCCCCCCC (5-chloro-2-dodecyl-1-naphthalenol). Reaction SMILES: [Cl:1][C:2]1[CH:11]=[CH:10][CH:9]=[C:8]2[C:3]=1[CH:4]=[CH:5][C:6]([C:13](=O)[CH2:14][CH2:15][CH2:16][CH2:17][CH2:18][CH2:19][CH2:20][CH2:21][CH2:22][CH2:23][CH3:24])=[C:7]2[OH:12].Cl>[Zn].C(O)C>[Cl:1][C:2]1[CH:11]=[CH:10][CH:9]=[C:8]2[C:3]=1[CH:4]=[CH:5][C:6]([CH2:13][CH2:14][CH2:15][CH2:16][CH2:17][CH2:18][CH2:19][CH2:20][CH2:21][CH2:22][CH2:23][CH3:24])=[C:7]2[OH:12]. Procedure: A solution of 17.4 parts of 1-(5-chloro-1-hydroxynaphthalen-2-yl)-1-dodecanone and 107 parts of 37% hydrochloric acid in 2.5 parts of ethanol was contacted with stirring at reflux during 26 hours, with 40 parts of zinc dust which has been amalgamated by treatment with 3 parts of mercuric chloride and 53 parts of 2.1% hydrochloric acid followed by washing with ethanol. The zinc amalgam was added in small portions throughout the reaction period. Upon cooling, a solid separated. After dissolution o... Reactants: CO, COC(=O)c1ccc(C=O)c2ccccc12, NO. Product: COC(=O)c1ccc(C=NO)c2ccccc12. As a reaction SMILES: [CH3:19][OH:20].[CH:3](=[O:4])[c:5]1[cH:6][cH:7][c:8]([C:15](=[O:16])[O:17][CH3:18])[c:9]2[cH:10][cH:11][cH:12][cH:13][c:14]12.[NH2:1][OH:2]>>[N:1]([OH:2])=[CH:3][c:5]1[cH:6][cH:7][c:8]([C:15](=[O:16])[O:17][CH3:18])[c:9]2[cH:10][cH:11][cH:12][cH:13][c:14]12. Isolated yield 83.3%. As a reaction SMILES: [Cl:1][C:2]1[CH:8]=[CH:7][CH:6]=[C:5]([Cl:9])[C:3]=1[NH2:4].CO[CH:12]1[CH2:16][CH2:15][CH:14](OC)O1.C(O)(=O)C>O>[Cl:1][C:2]1[CH:8]=[CH:7][CH:6]=[C:5]([Cl:9])[C:3]=1[N:4]1[CH:12]=[CH:16][CH:15]=[CH:14]1. The solvent is O (water). Procedure details: A mixture of 5 g of 2,6-dichloroaniline, 4.5 g of 2,5-dimethoxytetrahydrofuran and 30 ml of acetic acid was heated to reflux for 10 hours. The reaction mixture was allowed to cool, poured into water, and extracted with ethyl acetate two times. The organic layers were combined, washed successively with water and an aqueous saturated sodium chloride solution, dried over anhydrous sodium sulfate, and concentrated under reduced pressure. The resulting residue was subjected to silica gel chromatograp... Starting materials: ClC1=C(N)C(=CC=C1)Cl (2,6-dichloroaniline), COC1OC(CC1)OC (2,5-dimethoxytetrahydrofuran), C(C)(=O)O (acetic acid). The product is ClC1=C(C(=CC=C1)Cl)N1C=CC=C1 (1-(2,6-dichlorophenyl)-1H-pyrrole). The product is C(C)(C)N1N=CC=2C(=CC(=CC12)C=1C=C2C(=NC1)NC=C2)C(=O)O (1-isopropyl-6-(1H-pyrrolo[2,3-b]pyridin-5-yl)-1H-indazole-4-carboxylic acid). Reaction conditions: temperature 80 celsius. Starting materials: C(C)(C)N1N=CC=2C(=CC(=CC12)C=1C=C2C(=NC1)NC=C2)C(=O)OC (methyl 1-isopropyl-6-(1H-pyrrolo[2,3-b]pyridin-5-yl)-1H-indazole-4-carboxylate), O[Li].O (LiOH.H2O). Procedure details: The title compound was prepared in the same manner as described for example 35 (step b) from methyl 1-isopropyl-6-(1H-pyrrolo[2,3-b]pyridin-5-yl)-1H-indazole-4-carboxylate 1 (0.6 g, 1.79 mmol) and LiOH.H2O (0.22 g, 5.37 mmol) wherein the mixture was heated at 80° C. for 5 h. The product was collected as an off-white solid (0.5 g, 87.7%). 1H NMR (DMSO-d6, 400 MHz): δ 1.530 (d, J=6.4 Hz, 6H), 5.199-5.265 (m, 1H), 6.552 (d, J=1.6 Hz, 1H), 7.550 (t, J=2.4 Hz, 1H), 8.11 (s, 1H), 8.328 (s, 1H), 8.383 ... Reaction SMILES: [CH:1]([N:4]1[C:12]2[CH:11]=[C:10]([C:13]3[CH:14]=[C:15]4[CH:21]=[CH:20][NH:19][C:16]4=[N:17][CH:18]=3)[CH:9]=[C:8]([C:22]([O:24]C)=[O:23])[C:7]=2[CH:6]=[N:5]1)([CH3:3])[CH3:2].O[Li].O>>[CH:1]([N:4]1[C:12]2[CH:11]=[C:10]([C:13]3[CH:14]=[C:15]4[CH:21]=[CH:20][NH:19][C:16]4=[N:17][CH:18]=3)[CH:9]=[C:8]([C:22]([OH:24])=[O:23])[C:7]=2[CH:6]=[N:5]1)([CH3:3])[CH3:2] |f:1.2|. The reactants are C1(=CC=CC=C1)NC(=O)N1C(C2=CC=CC=C2CC1)C1=CC=C(C=C1)C(F)(F)F (N-phenyl-1-(4-(trifluoromethyl)phenyl)-3,4-dihydroisoquinoline-2(1H)-carboxamide), [H-].[Na+] (sodium hydride), O (H2O), IC (iodomethane). Solvent: C1CCOC1 (THF). Run at time 15 minute. Product: CN(C(=O)N1C(C2=CC=CC=C2CC1)C1=CC=C(C=C1)C(F)(F)F)C1=CC=CC=C1 (N-Methyl-N-phenyl-1-(4-(trifluoromethyl)phenyl)-3,4-dihydroisoquinoline-2(1H)-carboxamide). Reaction SMILES: [C:1]1([NH:7][C:8]([N:10]2[CH2:19][CH2:18][C:17]3[C:12](=[CH:13][CH:14]=[CH:15][CH:16]=3)[CH:11]2[C:20]2[CH:25]=[CH:24][C:23]([C:26]([F:29])([F:28])[F:27])=[CH:22][CH:21]=2)=[O:9])[CH:6]=[CH:5][CH:4]=[CH:3][CH:2]=1.[H-].[Na+].I[CH3:33].O>C1COCC1>[CH3:33][N:7]([C:1]1[CH:6]=[CH:5][CH:4]=[CH:3][CH:2]=1)[C:8]([N:10]1[CH2:19][CH2:18][C:17]2[C:12](=[CH:13][CH:14]=[CH:15][CH:16]=2)[CH:11]1[C:20]1[CH:21]=[CH:22][C:23]([C:26]([F:29])([F:27])[F:28])=[CH:24][CH:25]=1)=[O:9] |f:1.2|. Reported procedure: To a solution of N-phenyl-1-(4-(trifluoromethyl)phenyl)-3,4-dihydroisoquinoline-2(1H)-carboxamide (100 mg, 0.252 mmol, example 9 (step 3) in THF (1 mL) was added sodium hydride (12 mg, 0.505 mmol) slowly. The resulting mixture was stirred at RT for 15 min and iodomethane (16 μL, 0.252 mmol) was added. The mixture was stirred at RT for 16 h. Then, H2O (2 mL) was added and the mixture was extracted with EtOAc (2×2 mL). The combined organic extracted were dried over MgSO4 and concentrated. The resi... Reactants: C(C1=CC=CC=C1)OC(NCC(NC1=NON=C1C1=NC2=C(N1COCC[Si](C)(C)C)C=CC=C2)=O)=O (({4-[1-(2-trimethylsilanyl-ethoxymethyl)-1H-benzoimidazol-2-yl]-furazan-3-ylcarbamoyl}-methyl)-carbamic acid benzyl ester), FC(C(=O)O)(F)F (trifluoroacetic acid). Conditions: temperature 50 celsius, time 1 hour. Yields the product C(C1=CC=CC=C1)OC(NCC(NC1=NON=C1C1=NC2=C(N1)C=CC=C2)=O)=O ({[4-(1H-Benzoimidazol-2-yl)-furazan-3-ylcarbamoyl]-methyl}-carbamic acid benzyl ester). The yield is 101.9%. As a reaction SMILES: [CH2:1]([O:8][C:9](=[O:37])[NH:10][CH2:11][C:12](=[O:36])[NH:13][C:14]1[C:18]([C:19]2[N:23](COCC[Si](C)(C)C)[C:22]3[CH:32]=[CH:33][CH:34]=[CH:35][C:21]=3[N:20]=2)=[N:17][O:16][N:15]=1)[C:2]1[CH:7]=[CH:6][CH:5]=[CH:4][CH:3]=1.FC(F)(F)C(O)=O>>[CH2:1]([O:8][C:9](=[O:37])[NH:10][CH2:11][C:12](=[O:36])[NH:13][C:14]1[C:18]([C:19]2[NH:23][C:22]3[CH:32]=[CH:33][CH:34]=[CH:35][C:21]=3[N:20]=2)=[N:17][O:16][N:15]=1)[C:2]1[CH:3]=[CH:4][CH:5]=[CH:6][CH:7]=1. Procedure: 0.55 g of ({4-[1-(2-trimethylsilanyl-ethoxymethyl)-1H-benzoimidazol-2-yl]-furazan-3-ylcarbamoyl}-methyl)-carbamic acid benzyl ester (1.00 mmol; 1 eq.) are added portionwise to 2.75 mL of trifluoroacetic acid (35.3 mmol; 35 eq.) at room temperature. The solution is stirred for 1 h and then concentrated to dryness under reduced pressure. The residue is dissolved in 3 mL of THF. Then, 2 mL of an aqueous solution of 8% sodium hydrogen carbonate are added. The resulting biphasic mixture is heated to ...